describe an organic reaction: reactants, conditions, products, and yield From a dataset of the Open Reaction Database (ORD), a public repository of structured organic reaction records. Reactants: Cl.C(C)ON (ethoxyamine hydrochloride), C([O-])([O-])=O.[K+].[K+] (potassium carbonate), ClC1=C(C(=O)O)C=CC(=C1C=O)S(=O)(=O)C (2-chloro-3-formyl-4-methylsulfonylbenzoic acid). Solvent: CO (methanol), CO (methanol). Run at time 12 hour. Product: ClC1=C(C(=O)O)C=CC(=C1C=NOCC)S(=O)(=O)C (2-chloro-3-ethoxyiminomethyl-4-methylsulfonylbenzoic acid). The yield is 78.5%. Reaction SMILES: Cl.[CH2:2]([O:4][NH2:5])[CH3:3].C(=O)([O-])[O-].[K+].[K+].[Cl:12][C:13]1[C:21]([CH:22]=O)=[C:20]([S:24]([CH3:27])(=[O:26])=[O:25])[CH:19]=[CH:18][C:14]=1[C:15]([OH:17])=[O:16]>CO>[Cl:12][C:13]1[C:21]([CH:22]=[N:5][O:4][CH2:2][CH3:3])=[C:20]([S:24]([CH3:27])(=[O:26])=[O:25])[CH:19]=[CH:18][C:14]=1[C:15]([OH:17])=[O:16] |f:0.1,2.3.4|. Procedure: 1.63 g (0.017 mol) of ethoxyamine hydrochloride and 1.15 g (0.0085 mol) of finely pulverulent potassium carbonate were stirred for 1 hour in 60 ml of dry methanol. 4.00 g (0.015 mol) of 2-chloro-3-formyl-4-methylsulfonylbenzoic acid in 40 ml of methanol were subsequently added. After the mixture was stirred for 12 hours at room temperature, the solvent was removed, the residue was taken up in ethyl acetate, and the organic phase was washed four times with water. After the mixture had been dried ... Starting materials: CCOC(=O)C1=NCCc2cc(OC)ccc21, [K+], O=[N+]([O-])[O-], [Na+], O=C([O-])O, O=S(=O)(O)O. Product: CCOC(=O)C1=NCCc2cc(OC)c([N+](=O)[O-])cc21. Reaction SMILES: [CH2:1]([CH3:2])[O:3][C:4](=[O:5])[C:6]1=[N:7][CH2:8][CH2:9][c:10]2[cH:11][c:12]([O:16][CH3:17])[cH:13][cH:14][c:15]21.[K+:22].[N+:18](=[O:19])([O-:20])[O-:21].[Na+:27].[O-:23][C:24]([OH:25])=[O:26].[S:28](=[O:29])(=[O:30])([OH:31])[OH:32]>>[CH2:1]([CH3:2])[O:3][C:4](=[O:5])[C:6]1=[N:7][CH2:8][CH2:9][c:10]2[cH:11][c:12]([O:16][CH3:17])[c:13]([N+:18](=[O:19])[O-:20])[cH:14][c:15]21. Reactants: COP(OC)(=O)C(C(C)=O)=[N+]=[N-] ((1-diazo-2-oxopropyl)phosphonic acid dimethyl ester), ClC1=CC(=C(C=C1)C(C[C@@](CC=O)(C(F)(F)F)O)(C)C)S(=O)(=O)C ((R)-5-(4-chloro-2-methanesulfonylphenyl)-3-hydroxy-5-methyl-3-trifluoromethylhexanal), C([O-])([O-])=O.[K+].[K+] (potassium carbonate). Run in O (water), CO (MeOH). Conditions: time 8 hour. Product: ClC1=CC(=C(C=C1)C(C[C@](CC#C)(O)C(F)(F)F)(C)C)S(=O)(=O)C ((S)-6-(4-chloro-2-methanesulfonylphenyl)-6-methyl-4-trifluoromethylhept-1-yn-4-ol). Isolated yield 89.5%. Reaction SMILES: [CH3:1]OP(C(=[N+]=[N-])C(=O)C)(=O)OC.[Cl:13][C:14]1[CH:19]=[CH:18][C:17]([C:20]([CH3:32])([CH3:31])[CH2:21][C@:22]([OH:30])([C:26]([F:29])([F:28])[F:27])[CH2:23][CH:24]=O)=[C:16]([S:33]([CH3:36])(=[O:35])=[O:34])[CH:15]=1.C(=O)([O-])[O-].[K+].[K+]>CO.O>[Cl:13][C:14]1[CH:19]=[CH:18][C:17]([C:20]([CH3:32])([CH3:31])[CH2:21][C@@:22]([C:26]([F:29])([F:28])[F:27])([OH:30])[CH2:23][C:24]#[CH:1])=[C:16]([S:33]([CH3:36])(=[O:35])=[O:34])[CH:15]=1 |f:2.3.4|. Procedure: To a stirred solution of (1-diazo-2-oxopropyl)phosphonic acid dimethyl ester (12.5 g, 0.065 mol) and (R)-5-(4-chloro-2-methanesulfonylphenyl)-3-hydroxy-5-methyl-3-trifluoromethylhexanal (20.5 g, 0.054 mol) in 150 mL of dry MeOH was added potassium carbonate (13.8 g, 0.100 mol) at room temperature. The reaction was stirred overnight. The reaction was diluted with 200 mL of water and extracted with diethyl ether. The organic layers was washed with brine, dried over sodium sulfate, filtered, and th... Starting materials: FC1=C(C=C(C(=C1)B1OC(C(O1)(C)C)(C)C)F)C1=C(C=NN1[C@@H]1COCC1)C(=O)[O-] (5-(2,5-difluoro-4-(4,4,5,5-tetramethyl-1,3,2-dioxaborolan-2-yl)phenyl)-1-[(S)-tetrahydrofuran-3-yl]-1H-pyrazole-4-carboxylate), BrC=1C(=NC(=CC1C)C)OC (3-bromo-2-methoxy-4,6-dimethylpyridine), C([O-])([O-])=O.[Cs+].[Cs+] (cesium carbonate), O1CCOCC1 (1,4-dioxane). The reagents and catalysts are C=1C=CC(=CC1)[P](C=2C=CC=CC2)(C=3C=CC=CC3)[Pd]([P](C=4C=CC=CC4)(C=5C=CC=CC5)C=6C=CC=CC6)([P](C=7C=CC=CC7)(C=8C=CC=CC8)C=9C=CC=CC9)[P](C=1C=CC=CC1)(C=1C=CC=CC1)C=1C=CC=CC1 (Pd(PPh3)4). Run in O (water). Yields the product FC1=C(C=C(C(=C1)C=1C(=NC(=CC1C)C)OC)F)C1=C(C=NN1[C@@H]1COCC1)C(=O)OCC (ethyl 5-(2,5-difluoro-4-(2-methoxy-4,6-dimethylpyridin-3-yl)phenyl)-1-[(S)-tetrahydrofuran-3-yl]-1H-pyrazole-4-carboxylate). As a reaction SMILES: [F:1][C:2]1[CH:7]=[C:6](B2OC(C)(C)C(C)(C)O2)[C:5]([F:17])=[CH:4][C:3]=1[C:18]1[N:22]([C@H:23]2[CH2:27][CH2:26][O:25][CH2:24]2)[N:21]=[CH:20][C:19]=1[C:28]([O-:30])=[O:29].Br[C:32]1[C:33]([O:40][CH3:41])=[N:34][C:35]([CH3:39])=[CH:36][C:37]=1[CH3:38].C(=O)([O-])[O-].[Cs+].[Cs+].O1CCO[CH2:50][CH2:49]1>C1C=CC([P]([Pd]([P](C2C=CC=CC=2)(C2C=CC=CC=2)C2C=CC=CC=2)([P](C2C=CC=CC=2)(C2C=CC=CC=2)C2C=CC=CC=2)[P](C2C=CC=CC=2)(C2C=CC=CC=2)C2C=CC=CC=2)(C2C=CC=CC=2)C2C=CC=CC=2)=CC=1.O>[F:1][C:2]1[CH:7]=[C:6]([C:32]2[C:33]([O:40][CH3:41])=[N:34][C:35]([CH3:39])=[CH:36][C:37]=2[CH3:38])[C:5]([F:17])=[CH:4][C:3]=1[C:18]1[N:22]([C@H:23]2[CH2:27][CH2:26][O:25][CH2:24]2)[N:21]=[CH:20][C:19]=1[C:28]([O:30][CH2:49][CH3:50])=[O:29] |f:2.3.4,^1:57,59,78,97|. Procedure: Ethyl 5-(4-bromo-2,5-difluorophenyl)-1-[(S)-tetrahydrofuran-3-yl]-1H-pyrazole-4-carboxylate (4.31 g), bis(pinacolato)diboron (3.27 g), potassium acetate (3.16 g), Pd(dppf)Cl2-DCM complex (439 mg) were added to DMF (41.6 mL), and the reaction mixture was stirred at 95° C. in a nitrogen atmosphere. After stirring the reaction mixture for about 2 hours, the reaction mixture was stirred at 105° C. for about 4 hours. The reaction mixture was cooled to room temperature and then filtered through Celite... Starting materials: [K+].BrC1=C(C(=O)[O-])C=CC=C1 (o-bromobenzoic acid potassium salt), IC1=CC=C(N)C=C1 (4-iodoaniline), C(=O)([O-])[O-].[K+].[K+] (K2CO3), cupric acetate. Solvent: COCCOCCOC (diglyme), O (H2O). Yields the product IC1=CC=C(C=C1)NC1=C(C(=O)O)C=CC=C1 (2-[(4-Iodophenyl)amino]benzoic acid). As a reaction SMILES: [K+].Br[C:3]1[CH:11]=[CH:10][CH:9]=[CH:8][C:4]=1[C:5]([O-:7])=[O:6].[I:12][C:13]1[CH:19]=[CH:18][C:16]([NH2:17])=[CH:15][CH:14]=1.C([O-])([O-])=O.[K+].[K+]>COCCOCCOC.O>[I:12][C:13]1[CH:19]=[CH:18][C:16]([NH:17][C:3]2[CH:11]=[CH:10][CH:9]=[CH:8][C:4]=2[C:5]([OH:7])=[O:6])=[CH:15][CH:14]=1 |f:0.1,3.4.5|. Procedure: A mixture of o-bromobenzoic acid potassium salt (47.8 g, 0.2 mol), 4-iodoaniline (43.8 g, 0.2 mol), K2CO3 (13.8 g, 0.1 mol), and cupric acetate (2.87 g, 6%) in diglyme (100 mL) was heated to reflux for 30 minutes. The reaction mixture was diluted with H2O (1.0 L) and filtered. The filtrate was acidified with diluted AcOH. The resulting precipitate was collected by filtration, washed with H2O and dried in a vacuum at 50° C. for 16 hours. Recrystallization from EtOAc gave the desired product, a so... The product is CN1CCC(C)(C(=O)Nc2ccc3c(c2)c(-c2nc4ccccc4[nH]2)nn3C2CCCCO2)CC1. Reactants: O=C([O-])O, ClCCCl, CN1CCC(C)(C(=O)O)CC1, [Na+], CN(C)C=O, On1nnc2ccccc21, Nc1ccc2c(c1)c(-c1nc3ccccc3[nH]1)nn2C1CCCCO1. RXN SMILES: [C:26](=[O:27])([OH:28])[O-:29].[CH2:22]([Cl:23])[CH2:24][Cl:25].[CH3:1][N:2]1[CH2:3][CH2:4][C:5]([C:8](=[O:9])[OH:10])([CH3:11])[CH2:6][CH2:7]1.[Na+:30].[O:56]=[CH:57][N:58]([CH3:59])[CH3:60].[OH:12][n:13]1[c:14]2[c:15]([cH:16][cH:17][cH:18][cH:19]2)[n:20][n:21]1.[nH:31]1[c:32](-[c:40]2[n:41][n:42]([CH:50]3[O:51][CH2:52][CH2:53][CH2:54][CH2:55]3)[c:43]3[cH:44][cH:45][c:46]([NH2:49])[cH:47][c:48]23)[n:33][c:34]2[c:35]1[cH:36][cH:37][cH:38][cH:39]2>>[CH3:1][N:2]1[CH2:3][CH2:4][C:5]([C:8](=[O:10])[NH:49][c:46]2[cH:45][cH:44][c:43]3[n:42]([CH:50]4[O:51][CH2:52][CH2:53][CH2:54][CH2:55]4)[n:41][c:40](-[c:32]4[n:31][c:35]5[c:34]([nH:33]4)[cH:39][cH:38][cH:37][cH:36]5)[c:48]3[cH:47]2)([CH3:11])[CH2:6][CH2:7]1. The reactants are Cl.FC(OC1=CC=C(C=C1)C=1CCNCC1)(F)F (4-(4-trifluoromethoxyphenyl)-1,2,3,6-tetrahydropyridine monohydrochloride), BrCCOC1OCCCC1 (2-(2-bromoethoxy)tetrahydropyran). The product is O1C(CCCC1)OCCN1CCC(=CC1)C1=CC=C(C=C1)OC(F)(F)F (1-[2-(tetrahydropyran-2-yloxy)ethyl]-4-(4-trifluoromethoxyphenyl)-1,2,3,6-tetrahydropyridine). The yield is 47.1%. As a reaction SMILES: Cl.[F:2][C:3]([F:18])([F:17])[O:4][C:5]1[CH:10]=[CH:9][C:8]([C:11]2[CH2:12][CH2:13][NH:14][CH2:15][CH:16]=2)=[CH:7][CH:6]=1.Br[CH2:20][CH2:21][O:22][CH:23]1[CH2:28][CH2:27][CH2:26][CH2:25][O:24]1>>[O:24]1[CH2:25][CH2:26][CH2:27][CH2:28][CH:23]1[O:22][CH2:21][CH2:20][N:14]1[CH2:13][CH:12]=[C:11]([C:8]2[CH:9]=[CH:10][C:5]([O:4][C:3]([F:2])([F:17])[F:18])=[CH:6][CH:7]=2)[CH2:16][CH2:15]1 |f:0.1|. Procedure details: Using 4-(4-trifluoromethoxyphenyl)-1,2,3,6-tetrahydropyridine monohydrochloride (680 mg, 2.43 mmol) and 2-(2-bromoethoxy)tetrahydropyran (610 mg, 2.92 mmol), 1-[2-(tetrahydropyran-2-yloxy)ethyl]-4-(4-trifluoromethoxyphenyl)-1,2,3,6-tetrahydropyridine (425 mg, yield 47%) as a pale brown oil was prepared in the same manner as described in Reference Example 15. The reactants are COCOC=1C=C(C=CC1)B(O)O (3-methoxymethoxyphenylboronic acid), CC=1C=C(C(=O)OC)C=C(C1OS(=O)(=O)C(F)(F)F)C (methyl 3,5-dimethyl-4-trifluoromethanesulphonyloxybenzoate), C([O-])([O-])=O.[K+].[K+] (potassium carbonate). The reagents and catalysts are C=1C=CC(=CC1)[P](C=2C=CC=CC2)(C=3C=CC=CC3)[Pd]([P](C=4C=CC=CC4)(C=5C=CC=CC5)C=6C=CC=CC6)([P](C=7C=CC=CC7)(C=8C=CC=CC8)C=9C=CC=CC9)[P](C=1C=CC=CC1)(C=1C=CC=CC1)C=1C=CC=CC1 (tetrakis(triphenylphosphine)palladium). The solvent is CO (methanol). Yields the product OC=1C=C(C=CC1)C1=C(C=C(C=C1C)C(=O)OC)C (Methyl 3′-hydroxy-2,6-dimethylbiphenyl-4-carboxylate). As a reaction SMILES: COC[O:4][C:5]1[CH:6]=[C:7](B(O)O)[CH:8]=[CH:9][CH:10]=1.[CH3:14][C:15]1[CH:16]=[C:17]([CH:22]=[C:23]([CH3:33])[C:24]=1OS(C(F)(F)F)(=O)=O)[C:18]([O:20][CH3:21])=[O:19].C(=O)([O-])[O-].[K+].[K+]>CO.C1C=CC([P]([Pd]([P](C2C=CC=CC=2)(C2C=CC=CC=2)C2C=CC=CC=2)([P](C2C=CC=CC=2)(C2C=CC=CC=2)C2C=CC=CC=2)[P](C2C=CC=CC=2)(C2C=CC=CC=2)C2C=CC=CC=2)(C2C=CC=CC=2)C2C=CC=CC=2)=CC=1>[OH:4][C:5]1[CH:6]=[C:7]([C:24]2[C:23]([CH3:33])=[CH:22][C:17]([C:18]([O:20][CH3:21])=[O:19])=[CH:16][C:15]=2[CH3:14])[CH:8]=[CH:9][CH:10]=1 |f:2.3.4,^1:45,47,66,85|. Procedure: In a manner similar to that of Example 1(h), by reaction of 4.48 g (24 mmol) of 3-methoxymethoxyphenylboronic acid (described in Example 1(g)) with 7 g (22.4 mmol) of methyl 3,5-dimethyl-4-trifluoromethanesulphonyloxybenzoate, 24 mL of 2M potassium carbonate and 1.29 g (1.1 mmol) of tetrakis(triphenylphosphine)palladium, followed by deprotection in methanol, the desired product is obtained. The reactants are N1(CCCC1)CCOC1=CC=C(C=C1)C1=C(C2=C(S1)C=CC=C2)C(=O)C2=CC=C(C=C2)I (4-iodophenyl 2-[4-[2-(1-pyrrolidinyl)ethoxy]phenyl]benzo[b]thiophen-3-yl ketone), C(C#C)O (propargyl alcohol), [Al] (aluminum). Reagents/catalysts: [Cu]I (CuI), Cl[Pd]([P](C1=CC=CC=C1)(C2=CC=CC=C2)C3=CC=CC=C3)([P](C4=CC=CC=C4)(C5=CC=CC=C5)C6=CC=CC=C6)Cl (Pd(PPh3)2Cl2). Run at time 8 hour. Product: N1(CCCC1)CCOC1=CC=C(C=C1)C1=C(C2=C(S1)C=CC=C2)C(=O)C2=CC=C(C=C2)C#CCO (4-[3-Hydroxy-1-propynyl]phenyl 2-[4-[2-(1-Pyrrolidinyl)ethoxy]phenyl]benzo[b]thiophen-3-yl Ketone). Reaction SMILES: [N:1]1([CH2:6][CH2:7][O:8][C:9]2[CH:14]=[CH:13][C:12]([C:15]3[S:19][C:18]4[CH:20]=[CH:21][CH:22]=[CH:23][C:17]=4[C:16]=3[C:24]([C:26]3[CH:31]=[CH:30][C:29](I)=[CH:28][CH:27]=3)=[O:25])=[CH:11][CH:10]=2)[CH2:5][CH2:4][CH2:3][CH2:2]1.[CH2:33]([OH:36])[C:34]#[CH:35].[Al]>Cl[Pd](Cl)([P](C1C=CC=CC=1)(C1C=CC=CC=1)C1C=CC=CC=1)[P](C1C=CC=CC=1)(C1C=CC=CC=1)C1C=CC=CC=1.[Cu]I>[N:1]1([CH2:6][CH2:7][O:8][C:9]2[CH:14]=[CH:13][C:12]([C:15]3[S:19][C:18]4[CH:20]=[CH:21][CH:22]=[CH:23][C:17]=4[C:16]=3[C:24]([C:26]3[CH:31]=[CH:30][C:29]([C:35]#[C:34][CH2:33][OH:36])=[CH:28][CH:27]=3)=[O:25])=[CH:11][CH:10]=2)[CH2:5][CH2:4][CH2:3][CH2:2]1 |^1:40,59|. Reported procedure: A solution of 4-iodophenyl 2-[4-[2-(1-pyrrolidinyl)ethoxy]phenyl]benzo[b]thiophen-3-yl ketone (Part A; 5.0 g, 9.0 mmol) was treated with propargyl alcohol (1.05 mL, 18.1 mmol) and Pd(PPh3)2Cl2 (190 mg, 0.27 mmol). The reaction vessel was covered with aluminum foil to keep out light, and CuI (35 mg, 0.18 mmol) was added. After stirring overnight at ambient temperature, the reaction mixture was filtered over diatomaceous earth and concentrated in vacuo. Purification by flash chromatography (SiO2; ...